Dataset: the Open Reaction Database (ORD), a public repository of structured organic reaction records. Task: describe an organic reaction: reactants, conditions, products, and yield The reactants are COc1ccc(CNC(=O)C2(CCCCBr)c3ccccc3-c3ccccc32)cc1, Cn1c(N2CCNCC2)nc2ccccc21. Yields the product COc1ccc(CNC(=O)C2(CCCCN3CCN(c4nc5ccccc5n4C)CC3)c3ccccc3-c3ccccc32)cc1. RXN SMILES: [CH3:1][O:2][c:3]1[cH:4][cH:5][c:6]([CH2:7][NH:8][C:9](=[O:10])[C:11]2([CH2:24][CH2:25][CH2:26][CH2:27][Br:28])[c:12]3[cH:13][cH:14][cH:15][cH:16][c:17]3-[c:18]3[cH:19][cH:20][cH:21][cH:22][c:23]32)[cH:29][cH:30]1.[CH3:31][n:32]1[c:33]([N:41]2[CH2:42][CH2:43][NH:44][CH2:45][CH2:46]2)[n:34][c:35]2[c:36]1[cH:37][cH:38][cH:39][cH:40]2>>[CH3:1][O:2][c:3]1[cH:4][cH:5][c:6]([CH2:7][NH:8][C:9](=[O:10])[C:11]2([CH2:24][CH2:25][CH2:26][CH2:27][N:44]3[CH2:43][CH2:42][N:41]([c:33]4[n:32]([CH3:31])[c:36]5[c:35]([n:34]4)[cH:40][cH:39][cH:38][cH:37]5)[CH2:46][CH2:45]3)[c:12]3[cH:13][cH:14][cH:15][cH:16][c:17]3-[c:18]3[cH:19][cH:20][cH:21][cH:22][c:23]32)[cH:29][cH:30]1. Starting materials: CC(=O)Cl, CCN(C(C)C)C(C)C, ClCCl, NC1CCN(CCC2CSC(c3cc4cc(Cl)cc(NC5CCOCC5)c4[nH]3)=N2)C1, O. Product: CC(=O)NC1CCN(CCC2CSC(c3cc4cc(Cl)cc(NC5CCOCC5)c4[nH]3)=N2)C1. RXN SMILES: [CH3:40][C:41]([Cl:42])=[O:43].[CH:31]([N:32]([CH:33]([CH3:34])[CH3:35])[CH2:36][CH3:37])([CH3:38])[CH3:39].[Cl:45][CH2:46][Cl:47].[NH2:1][CH:2]1[CH2:3][N:4]([CH2:7][CH2:8][CH:9]2[N:10]=[C:11]([c:14]3[nH:15][c:16]4[c:17]([NH:24][CH:25]5[CH2:26][CH2:27][O:28][CH2:29][CH2:30]5)[cH:18][c:19]([Cl:23])[cH:20][c:21]4[cH:22]3)[S:12][CH2:13]2)[CH2:5][CH2:6]1.[OH2:44]>>[NH:1]([CH:2]1[CH2:3][N:4]([CH2:7][CH2:8][CH:9]2[N:10]=[C:11]([c:14]3[nH:15][c:16]4[c:17]([NH:24][CH:25]5[CH2:26][CH2:27][O:28][CH2:29][CH2:30]5)[cH:18][c:19]([Cl:23])[cH:20][c:21]4[cH:22]3)[S:12][CH2:13]2)[CH2:5][CH2:6]1)[C:41]([CH3:40])=[O:43].